From a dataset of the Open Reaction Database (ORD), a public repository of structured organic reaction records. describe an organic reaction: reactants, conditions, products, and yield Starting materials: CCCCCCCCCCCCCCCCn1nc(C)cc1C, CCl, O=S1(=O)CCCC1. Yields the product CCCCCCCCCCCCCCCC[n+]1c(C)cc(C)n1C, [Cl-]. RXN SMILES: [CH2:1]([CH2:2][CH2:3][CH2:4][CH2:5][CH2:6][CH2:7][CH2:8][CH2:9][CH2:10][CH2:11][CH2:12][CH2:13][CH2:14][CH2:15][CH3:16])[n:17]1[n:18][c:19]([CH3:23])[cH:20][c:21]1[CH3:22].[CH3:24][Cl:25].[S:26]1(=[O:31])(=[O:32])[CH2:27][CH2:28][CH2:29][CH2:30]1>>[CH2:1]([CH2:2][CH2:3][CH2:4][CH2:5][CH2:6][CH2:7][CH2:8][CH2:9][CH2:10][CH2:11][CH2:12][CH2:13][CH2:14][CH2:15][CH3:16])[n+:17]1[n:18]([CH3:24])[c:19]([CH3:23])[cH:20][c:21]1[CH3:22].[Cl-:25]. Starting materials: 3-mercapto-N-methylpropanamide( ), ClC1=C(C(C2=CC=CC=C2C1=O)=O)NC1=CC=C(C=C1)S(=O)(=O)NC1=C(C=CC=C1)OC (4-(3-chloro-1,4-dioxo-1,4-dihydro-naphthalen-2-ylamino)-N-(2-methoxy-phenyl)-benzenesulfonamide), ClC=1C=C(SC1Cl)S(=O)(=O)N=C1C=C(C(C2=CC=CC=C12)=O)Cl (4,5-dichloro-N-(3-chloro-4-oxonaphthalen-1(4H)-ylidene)thiophene-2-sulfonamide). The product is ClC1=C(C(C2=CC=CC=C2C1=O)=O)NC1=CC=C(C=C1)S(=O)(=O)NC1=CC=C(C=C1)C (4-(3-chloro-1,4-dioxo-1,4-dihydro-naphthalen-2-ylamino)-N-p-tolyl-benzenesulfonamide), title compound. Isolated yield 32.0%. Reaction SMILES: [Cl:1][C:2]1[C:11](=[O:12])[C:10]2[C:5](=[CH:6][CH:7]=[CH:8][CH:9]=2)[C:4](=[O:13])[C:3]=1[NH:14][C:15]1[CH:20]=[CH:19][C:18]([S:21]([NH:24][C:25]2[CH:30]=[CH:29][CH:28]=[CH:27][C:26]=2OC)(=[O:23])=[O:22])=[CH:17][CH:16]=1.Cl[C:34]1C=C(S(N=C2C3C(=CC=CC=3)C(=O)C(Cl)=C2)(=O)=O)SC=1Cl>>[Cl:1][C:2]1[C:11](=[O:12])[C:10]2[C:5](=[CH:6][CH:7]=[CH:8][CH:9]=2)[C:4](=[O:13])[C:3]=1[NH:14][C:15]1[CH:20]=[CH:19][C:18]([S:21]([NH:24][C:25]2[CH:26]=[CH:27][C:28]([CH3:34])=[CH:29][CH:30]=2)(=[O:22])=[O:23])=[CH:17][CH:16]=1. Reported procedure: 5.2.42 (N-methyl-3-(1-oxo-4-(thiophen-2-ylsulfonylimino)-1,4-dihydronaphthalen-2-ylthio)propanamide (13g) was prepared according to the procedure for 13d except using 4, 5-dichloro-N-(3-chloro-4-oxonaphthalen-1(4H)-ylidene)thiophenesulfonamide (12c) and 3-mercapto-N-methylpropanamide( ) which afforded the title compound 21 mg (32%) as a yellow solid, m.p.: ° C.